This data is from the Open Reaction Database (ORD), a public repository of structured organic reaction records. The task is: describe an organic reaction: reactants, conditions, products, and yield Starting materials: CC(C)(C)OC(=O)N1CCc2nc(N)ncc2C1, O=C(Cl)C(=O)Cl, ClCCl, O=C(O)c1cc(Cl)cc(Cl)c1, [Na+], CN(C)C=O, [OH-]. The product is CC(C)(C)OC(=O)N1CCc2nc(NC(=O)c3cc(Cl)cc(Cl)c3)ncc2C1. As a reaction SMILES: [C:18]([CH3:19])([CH3:20])([CH3:21])[O:22][C:23](=[O:24])[N:25]1[CH2:26][c:27]2[c:28]([n:29][c:30]([NH2:33])[n:31][cH:32]2)[CH2:34][CH2:35]1.[Cl:1][C:2]([C:3]([Cl:4])=[O:5])=[O:6].[Cl:38][CH2:39][Cl:40].[Cl:7][c:8]1[cH:9][c:10]([C:11](=[O:12])[OH:13])[cH:14][c:15]([Cl:17])[cH:16]1.[Na+:37].[O:41]=[CH:42][N:43]([CH3:44])[CH3:45].[OH-:36]>>[Cl:7][c:8]1[cH:9][c:10]([C:11](=[O:13])[NH:33][c:30]2[n:29][c:28]3[c:27]([cH:32][n:31]2)[CH2:26][N:25]([C:23]([O:22][C:18]([CH3:19])([CH3:20])[CH3:21])=[O:24])[CH2:35][CH2:34]3)[cH:14][c:15]([Cl:17])[cH:16]1.